Dataset: the Open Reaction Database (ORD), a public repository of structured organic reaction records. Task: describe an organic reaction: reactants, conditions, products, and yield Reactants: C(C)(C)(C)OC(N[C@@H]1CC[C@H](CC1)C=CCCC1=CC=CC=C1)=O (trans-[4-(4-phenyl-but-1-enyl)-cyclohexyl]-carbamic acid tert-butyl ester), FC(C(=O)O)(F)F (trifluoroacetic acid). Solvent: ClCCl (dichloromethane). Conditions: time 1 hour. Product: C1(=CC=CC=C1)CCC=C[C@@H]1CC[C@H](CC1)N (trans-4-(4-Phenyl-but-1-enyl)cyclohexylamine). As a reaction SMILES: C(OC(=O)[NH:7][C@H:8]1[CH2:13][CH2:12][C@H:11]([CH:14]=[CH:15][CH2:16][CH2:17][C:18]2[CH:23]=[CH:22][CH:21]=[CH:20][CH:19]=2)[CH2:10][CH2:9]1)(C)(C)C.FC(F)(F)C(O)=O>ClCCl>[C:18]1([CH2:17][CH2:16][CH:15]=[CH:14][C@H:11]2[CH2:10][CH2:9][C@H:8]([NH2:7])[CH2:13][CH2:12]2)[CH:23]=[CH:22][CH:21]=[CH:20][CH:19]=1. Reported procedure: To a solution of 0.47 g of trans-[4-(4-phenyl-but-1-enyl)-cyclohexyl]-carbamic acid tert-butyl ester in 4 mL of dichloromethane at 0° C. and under nitrogen was added 2 mL of trifluoroacetic acid. The reaction was aged for 1 hour, concentrated under reduced pressure. The resulting oil dissolved in methylene chloride and concentrated to give an oil which was utilized in the next step without purification: LCMS (M+1)=230. Starting materials: C(CCCCC)O (1-hexanol), ClC1=NSN=C1C=1C=NC(=CC1)C (3-(3-chloro-1,2,5-thiadiazol-4-yl)-6-methylpyridine), [H-].[Na+] (Sodium hydride). Solvent: C1CCOC1 (THF), C1CCOC1 (THF). Reaction conditions: time 2 hour. Yields the product C(CCCCC)OC1=NSN=C1C=1C=NC(=CC1)C (3-(3-Hexyloxy-1,2,5-thiadiazol-4-yl)-6-methylpyridine). RXN SMILES: [H-].[Na+].[CH2:3]([OH:9])[CH2:4][CH2:5][CH2:6][CH2:7][CH3:8].Cl[C:11]1[C:15]([C:16]2[CH:17]=[N:18][C:19]([CH3:22])=[CH:20][CH:21]=2)=[N:14][S:13][N:12]=1>C1COCC1>[CH2:3]([O:9][C:11]1[C:15]([C:16]2[CH:17]=[N:18][C:19]([CH3:22])=[CH:20][CH:21]=2)=[N:14][S:13][N:12]=1)[CH2:4][CH2:5][CH2:6][CH2:7][CH3:8] |f:0.1|. Procedure: Sodium hydride (0.72 g, 15 mmol) was dissolved in dry THF (20 ml) and 1-hexanol (1.53 g, 15 mmol) and a solution of 3-(3-chloro-1,2,5-thiadiazol-4-yl)-6-methylpyridine (1.06 g, 5 mmol) in dry THF (15 ml) was added. The reaction mixture was stirred for 2 h. Afteraddition of water the mixture was extracted with ether, and the ether phasewas dried and evaporated. The residue consisted of the crude title compound, which was used without further purification. Reactants: C(C)(C)(C)OC(=O)N1[C@H](CCCC1)COC1=C(C(=CC=C1)N)C#N ((R)-tert-butyl-2-((3-amino-2-cyanophenoxy)methyl)piperidine-1-carboxylate), N1=CC=CC=C1 (pyridine), S(N)(=O)(=O)Cl (sulfamoyl chloride), C(=O)(O)[O-].[Na+] (NaHCO3). The solvent is CC(=O)N(C)C (dimethyl acetamide). Run at time 1 hour. The product is C(C)(C)(C)OC(=O)N1[C@H](CCCC1)COC1=C(C(=CC=C1)NS(N)(=O)=O)C#N ((R)-tert-butyl-2-((2-cyano-3-(sulfamoylamino)phenoxy)methyl)piperidine-1-carboxylate). Reaction SMILES: [C:1]([O:5][C:6]([N:8]1[CH2:13][CH2:12][CH2:11][CH2:10][C@@H:9]1[CH2:14][O:15][C:16]1[CH:21]=[CH:20][CH:19]=[C:18]([NH2:22])[C:17]=1[C:23]#[N:24])=[O:7])([CH3:4])([CH3:3])[CH3:2].N1C=CC=CC=1.[S:31](Cl)(=[O:34])(=[O:33])[NH2:32].C([O-])(O)=O.[Na+]>CC(N(C)C)=O>[C:1]([O:5][C:6]([N:8]1[CH2:13][CH2:12][CH2:11][CH2:10][C@@H:9]1[CH2:14][O:15][C:16]1[CH:21]=[CH:20][CH:19]=[C:18]([NH:22][S:31](=[O:34])(=[O:33])[NH2:32])[C:17]=1[C:23]#[N:24])=[O:7])([CH3:4])([CH3:2])[CH3:3] |f:3.4|. Reported procedure: To a solution of (R)-tert-butyl-2-((3-amino-2-cyanophenoxy)methyl)piperidine-1-carboxylate (Example 15d, 8.65 g, 26.1 mmol) in dimethyl acetamide (48 mL) were added pyridine (8.44 mL, 104 mmol) and sulfamoyl chloride (6.03 g, 52.2 mmol). The reaction mixture was stirred at room temperature for 1 hour, neutralized with saturated aqueous NaHCO3 solution and extracted with ethyl acetate. The extract was dried over anhydrous Na2SO4, filtered, and concentrated to give the title compound as a clear oi... Starting materials: [Na+], [OH-], CN1C(C(=O)OC2CCCCC2)=C(O)c2ccccc2S1(=O)=O. The product is CN1C(C(=O)O)=C(O)c2ccccc2S1(=O)=O. RXN SMILES: [Na+:25].[OH-:24].[OH:1][C:2]1=[C:3]([C:15](=[O:16])[O:17][CH:18]2[CH2:19][CH2:20][CH2:21][CH2:22][CH2:23]2)[N:4]([CH3:14])[S:5](=[O:12])(=[O:13])[c:6]2[c:7]1[cH:8][cH:9][cH:10][cH:11]2>>[OH:1][C:2]1=[C:3]([C:15](=[O:16])[OH:17])[N:4]([CH3:14])[S:5](=[O:12])(=[O:13])[c:6]2[c:7]1[cH:8][cH:9][cH:10][cH:11]2. Starting materials: BrC(C(=O)NC)C1=CC=CC=C1 (2-bromo-N-methyl-2-phenyl-acetamide), COC1=CC=C(C=C1)CCC1NCCC2=C1C(=C(S2)C)C (4-[2-(4-methoxy-phenyl)-ethyl]-2,3-dimethyl-4,5,6,7-tetrahydro-thieno [3,2-c]pyridine). The product is COC1=CC=C(C=C1)CCC1N(CCC2=C1C(=C(S2)C)C)C(C(=O)NC)C2=CC=CC=C2 (2-{4-[2-(4-Methoxy-phenyl)-ethyl]-2,3-dimethyl-6,7-dihydro-4H-thieno[3,2-c]pyridin-5-yl}-N-methyl -2-phenyl-acetamide). As a reaction SMILES: Br[CH:2]([C:7]1[CH:12]=[CH:11][CH:10]=[CH:9][CH:8]=1)[C:3]([NH:5][CH3:6])=[O:4].[CH3:13][O:14][C:15]1[CH:20]=[CH:19][C:18]([CH2:21][CH2:22][CH:23]2[C:28]3[C:29]([CH3:33])=[C:30]([CH3:32])[S:31][C:27]=3[CH2:26][CH2:25][NH:24]2)=[CH:17][CH:16]=1>>[CH3:13][O:14][C:15]1[CH:20]=[CH:19][C:18]([CH2:21][CH2:22][CH:23]2[C:28]3[C:29]([CH3:33])=[C:30]([CH3:32])[S:31][C:27]=3[CH2:26][CH2:25][N:24]2[CH:2]([C:7]2[CH:12]=[CH:11][CH:10]=[CH:9][CH:8]=2)[C:3]([NH:5][CH3:6])=[O:4])=[CH:17][CH:16]=1. Procedure: (MS(m/e): 449.1 (MH+)), were prepared from 2-bromo-N-methyl-2-phenyl-acetamide (commercially available) and 4-[2-(4-methoxy-phenyl)-ethyl]-2,3-dimethyl-4,5,6,7-tetrahydro-thieno [3,2-c]pyridine both as light brown solid. The reactants are C(CC)C1C(CCC)O1 (propyl 1,2 epoxypentane), B(F)(F)F.CCOCC (boron trifluoride etherate). The solvent is C1=CC=CC=C1 (benzene), C1=CC=CC=C1 (benzene). Run at time 1 minute. Yields the product C(CC)C(C=O)CCC (PROPYLPENTANAL). Yield: 75.0%. As a reaction SMILES: [CH2:1]([CH:4]1O[CH:5]1[CH2:6][CH2:7][CH3:8])[CH2:2]C.B(F)(F)F.C[CH2:15][O:16]CC>C1C=CC=CC=1>[CH2:6]([CH:5]([CH2:4][CH2:1][CH3:2])[CH:15]=[O:16])[CH2:7][CH3:8] |f:1.2|. Procedure: To a vigorously stirred solution of 2 propyl 1,2 epoxypentane (1 equivalent), prepared as described in Example 1, in benzene cooled to 0° was added a solution of boron trifluoride etherate (0.5 equivalents) in benzene. The reaction mixture was stirred for 1 min and was quenched by the addition of water. Following separation of the phases, the organic phase was washed with saturated aqueous sodium bicarbonate and water, dried with magnesium sulfate, filtered and concentrated to give a colorless o... The reactants are CC(=O)c1ccccc1C=O, CN1CCNCC1, CC(=O)O, ClCCl. The product is CC(=O)c1ccccc1CN1CCN(C)CC1. Reaction SMILES: [C:1]([CH3:2])(=[O:3])[c:4]1[c:5]([CH:6]=[O:7])[cH:8][cH:9][cH:10][cH:11]1.[CH3:12][N:13]1[CH2:14][CH2:15][NH:16][CH2:17][CH2:18]1.[CH3:19][C:20](=[O:21])[OH:22].[Cl:23][CH2:24][Cl:25]>>[C:1]([CH3:2])(=[O:3])[c:4]1[c:5]([CH2:6][N:16]2[CH2:15][CH2:14][N:13]([CH3:12])[CH2:18][CH2:17]2)[cH:8][cH:9][cH:10][cH:11]1. Starting materials: CCn1nc(C)c(C=O)c1C, CO, CC(C)Oc1ccc(CCC2(C3CCCC3)CC(=O)CC(=O)O2)cc1Cl. The product is CCn1nc(C)c(CC2=C(O)CC(CCc3ccc(OC(C)C)c(Cl)c3)(C3CCCC3)OC2=O)c1C. RXN SMILES: [CH2:27]([CH3:28])[n:29]1[n:30][c:31]([CH3:37])[c:32]([CH:35]=[O:36])[c:33]1[CH3:34].[CH3:38][OH:39].[Cl:1][c:2]1[cH:3][c:4]([CH2:12][CH2:13][C:14]2([CH:22]3[CH2:23][CH2:24][CH2:25][CH2:26]3)[CH2:15][C:16](=[O:21])[CH2:17][C:18](=[O:20])[O:19]2)[cH:5][cH:6][c:7]1[O:8][CH:9]([CH3:10])[CH3:11]>>[Cl:1][c:2]1[cH:3][c:4]([CH2:12][CH2:13][C:14]2([CH:22]3[CH2:23][CH2:24][CH2:25][CH2:26]3)[CH2:15][C:16]([OH:21])=[C:17]([CH2:35][c:32]3[c:31]([CH3:37])[n:30][n:29]([CH2:27][CH3:28])[c:33]3[CH3:34])[C:18](=[O:20])[O:19]2)[cH:5][cH:6][c:7]1[O:8][CH:9]([CH3:10])[CH3:11]. Starting materials: CC(C)=CC (2-methyl-2-butene), P(=O)(O)(O)[O-].[Na+] (sodium dihydrogen phosphate), ice EtOAc, COC(C(C)(C)C1=CC=C(C=C1)C=O)=O (2-(4-formyl-phenyl)-2-methyl-propionic acid methyl ester), Cl(=O)[O-].[Na+] (sodium chlorite), Cl (HCl). The solvent is O (water), C(C)(C)(C)O (tert-butanol). Run at time 20 hour. Yields the product COC(=O)C(C)(C)C1=CC=C(C(=O)O)C=C1 (4-(1-Methoxycarbonyl-1-methyl-ethyl)-benzoic acid). Yield: 50.0%. RXN SMILES: [CH3:1][O:2][C:3](=[O:15])[C:4]([C:7]1[CH:12]=[CH:11][C:10]([CH:13]=[O:14])=[CH:9][CH:8]=1)([CH3:6])[CH3:5].CC(=CC)C.Cl([O-])=[O:22].[Na+].P([O-])(O)(O)=O.[Na+].Cl>C(O)(C)(C)C.O>[CH3:1][O:2][C:3]([C:4]([C:7]1[CH:8]=[CH:9][C:10]([C:13]([OH:22])=[O:14])=[CH:11][CH:12]=1)([CH3:6])[CH3:5])=[O:15] |f:2.3,4.5|. Reported procedure: 5.60 g (27 mmol) of 2-(4-formyl-phenyl)-2-methyl-propionic acid methyl ester was dissolved in 112 mL of tert-butanol; 16.97 mL (11.20 g=136 mmol) of 2-methyl-2-butene was added, followed by a solution of 7.98 g (71 mmol) of sodium chlorite and 6.35 g (41 mmol) of sodium dihydrogen phosphate in 56 mL of water. After 20 hours, the reaction mixture was poured into crashed ice/EtOAc, the pH was adjusted to ˜3.0 with aq. HCl (1N) and it was extracted twice with EtOAc; the organic phases were washed w...